Dataset: the Open Reaction Database (ORD), a public repository of structured organic reaction records. Task: describe an organic reaction: reactants, conditions, products, and yield Starting materials: CC(C)OC(C)C, CC(C)(C)OC(=O)N1CCN(CCNC(=O)Nc2nc3cc(OS(=O)(=O)c4c(Cl)cccc4Cl)ccc3[nH]2)CC1, ClCCl, O=C(O)C(F)(F)F. Yields the product O=C(NCCN1CCNCC1)Nc1nc2cc(OS(=O)(=O)c3c(Cl)cccc3Cl)ccc2[nH]1. As a reaction SMILES: [CH:51]([O:52][CH:53]([CH3:54])[CH3:55])([CH3:56])[CH3:57].[Cl:1][c:2]1[c:3]([S:9](=[O:10])(=[O:11])[O:12][c:13]2[cH:14][c:15]3[c:16]([nH:17][c:18]([NH:20][C:21](=[O:22])[NH:23][CH2:24][CH2:25][N:26]4[CH2:27][CH2:28][N:29]([C:32]([O:33][C:34]([CH3:35])([CH3:36])[CH3:37])=[O:38])[CH2:30][CH2:31]4)[n:19]3)[cH:39][cH:40]2)[c:4]([Cl:8])[cH:5][cH:6][cH:7]1.[Cl:48][CH2:49][Cl:50].[OH:41][C:42]([C:43]([F:44])([F:45])[F:46])=[O:47]>>[Cl:1][c:2]1[c:3]([S:9](=[O:10])(=[O:11])[O:12][c:13]2[cH:14][c:15]3[c:16]([nH:17][c:18]([NH:20][C:21](=[O:22])[NH:23][CH2:24][CH2:25][N:26]4[CH2:27][CH2:28][NH:29][CH2:30][CH2:31]4)[n:19]3)[cH:39][cH:40]2)[c:4]([Cl:8])[cH:5][cH:6][cH:7]1. Starting materials: Cc1ccccc1, CC(C)O, C=C(C)n1c(=O)n(CCCN2CCC(Nc3ccc(Cl)cc3[N+](=O)[O-])CC2)c2ccccc21, Cl. Yields the product O=c1[nH]c2ccccc2n1CCCN1CCC(Nc2ccc(Cl)cc2[N+](=O)[O-])CC1. Reaction SMILES: [CH3:34][c:35]1[cH:36][cH:37][cH:38][cH:39][cH:40]1.[CH3:42][CH:43]([OH:44])[CH3:45].[Cl:1][c:2]1[cH:3][c:4]([N+:31](=[O:32])[O-:33])[c:5]([NH:8][CH:9]2[CH2:10][CH2:11][N:12]([CH2:15][CH2:16][CH2:17][n:18]3[c:19](=[O:30])[n:20]([C:27]([CH3:28])=[CH2:29])[c:21]4[c:22]3[cH:23][cH:24][cH:25][cH:26]4)[CH2:13][CH2:14]2)[cH:6][cH:7]1.[ClH:41]>>[Cl:1][c:2]1[cH:3][c:4]([N+:31](=[O:32])[O-:33])[c:5]([NH:8][CH:9]2[CH2:10][CH2:11][N:12]([CH2:15][CH2:16][CH2:17][n:18]3[c:19](=[O:30])[nH:20][c:21]4[c:22]3[cH:23][cH:24][cH:25][cH:26]4)[CH2:13][CH2:14]2)[cH:6][cH:7]1. Starting materials: O=S([O-])c1ccc(Br)cc1, COC(=O)c1ccccc1Br, CS(C)=O, [Cu]I, [Na+], O, O. The product is COC(=O)c1ccccc1S(=O)(=O)c1ccc(Br)cc1. As a reaction SMILES: [Br:14][c:15]1[cH:16][cH:17][c:18]([S:21](=[O:22])[O-:23])[cH:19][cH:20]1.[Br:1][c:2]1[c:3]([C:4](=[O:5])[O:6][CH3:7])[cH:8][cH:9][cH:10][cH:11]1.[CH3:27][S:28]([CH3:29])=[O:30].[Cu:25][I:26].[Na+:24].[OH2:12].[OH2:13]>>[c:2]1([S:21]([c:18]2[cH:17][cH:16][c:15]([Br:14])[cH:20][cH:19]2)(=[O:22])=[O:23])[c:3]([C:4](=[O:5])[O:6][CH3:7])[cH:8][cH:9][cH:10][cH:11]1. Reactants: C1=CC(=CC=C1CC2=CC=C(C=C2)N=C=O)N=C=O (pMDI), CC(C)C[C@H]1C(=O)N2CCC[C@H]2[C@]3(N1C(=O)[C@](O3)(C(C)C)NC(=O)[C@H]4CN([C@@H]5CC=6C=7C(=CC=CC7NC6Br)C5=C4)C)O.CS(=O)(=O)O (bromocriptine mesylate). Yields the product CC(C)C[C@H]1C(=O)N2CCC[C@H]2[C@]3(N1C(=O)[C@](O3)(C(C)C)NC(=O)[C@H]4CN([C@@H]5CC=6C=7C(=CC=CC7NC6Br)C5=C4)C)O (Bromocriptine). As a reaction SMILES: C1C(CC2C=CC(N=C=O)=CC=2)=CC=C(N=C=O)C=1.[CH3:20][CH:21]([CH2:23][C@@H:24]1[N:33]2[C:34]([C@@:36]([NH:41][C:42]([C@@H:44]3[CH:60]=[C:59]4[C@@H:47]([CH2:48][C:49]5[C:50]6[C:51]4=[CH:52][CH:53]=[CH:54][C:55]=6[NH:56][C:57]=5[Br:58])[N:46]([CH3:61])[CH2:45]3)=[O:43])([CH:38]([CH3:40])[CH3:39])[O:37][C@@:32]2([OH:62])[C@H:31]2[N:27]([CH2:28][CH2:29][CH2:30]2)[C:25]1=[O:26])=[O:35])[CH3:22].CS(O)(=O)=O>>[CH3:22][CH:21]([CH2:23][C@@H:24]1[N:33]2[C:34]([C@@:36]([NH:41][C:42]([C@@H:44]3[CH:60]=[C:59]4[C@@H:47]([CH2:48][C:49]5[C:50]6[C:51]4=[CH:52][CH:53]=[CH:54][C:55]=6[NH:56][C:57]=5[Br:58])[N:46]([CH3:61])[CH2:45]3)=[O:43])([CH:38]([CH3:39])[CH3:40])[O:37][C@@:32]2([OH:62])[C@H:31]2[N:27]([CH2:28][CH2:29][CH2:30]2)[C:25]1=[O:26])=[O:35])[CH3:20] |f:1.2|. Procedure: The formulations were tested on an Andersen™ cascade impactor to determine their aerodynamic particle properties. The cascade impactor was operated at 28.3 I/min and fitted with a USP induction port (<USP 601> Pharmacopeial Previews 22, 3065 (1995)). The particle size distributions were fractionated into mass of drug deposited on the pMDI actuator, USP induction port, eight stages and terminal filter. Five shots were actuated per test, with an interval of at least 30 seconds between shots to pre...